From a dataset of the Open Reaction Database (ORD), a public repository of structured organic reaction records. describe an organic reaction: reactants, conditions, products, and yield Reactants: CC1CN(CC(O1)C)C1=NC=C(C(=N1)OC)C1=CC(=NC=C1)C (2,6-Dimethyl-4-[4-(methyloxy)-5-(2-methyl-4-pyridinyl)-2-pyrimidinyl]morpholine), C(C)(=O)O (acetic acid). The solvent is CO (methanol), Br (hydrobromic acid). Reaction conditions: temperature 80 celsius. Product: C[C@@H]1CN(C[C@@H](O1)C)C=1NC=C(C(N1)=O)C1=CC(=NC=C1)C (2-[cis-2,6-dimethyl-4-morpholinyl]-5-(2-methyl-4-pyridinyl)-4(1H)-pyrimidinone). Yield: 56.0%. RXN SMILES: [CH3:1][CH:2]1[O:7][CH:6]([CH3:8])[CH2:5][N:4]([C:9]2[N:14]=[C:13]([O:15]C)[C:12]([C:17]3[CH:22]=[CH:21][N:20]=[C:19]([CH3:23])[CH:18]=3)=[CH:11][N:10]=2)[CH2:3]1.C(O)(=O)C>Br.CO>[CH3:8][C@H:6]1[O:7][C@@H:2]([CH3:1])[CH2:3][N:4]([C:9]2[NH:10][CH:11]=[C:12]([C:17]3[CH:22]=[CH:21][N:20]=[C:19]([CH3:23])[CH:18]=3)[C:13](=[O:15])[N:14]=2)[CH2:5]1. Procedure details: 2,6-Dimethyl-4-[4-(methyloxy)-5-(2-methyl-4-pyridinyl)-2-pyrimidinyl]morpholine (1.42 g, 4.52 mmol) was dissolved in 33% hydrobromic acid in acetic acid (45.4 ml, 836 mmol) and heated at 80° C. for 18 hours. It was confirmed reaction had progressed to completion by LC/MS. The reaction mixture was allowed to cool to room temperature. The product was then diluted with methanol and passed down a 50 g SCX column. The impurities were eluted with methanol, followed by elution of the product with 2M am...